This data is from the Open Reaction Database (ORD), a public repository of structured organic reaction records. The task is: describe an organic reaction: reactants, conditions, products, and yield Reactants: C(C)OC(=O)C1=CC=C(C=C1)N=COCC (Ethyl N-(4-ethoxycarbonylphenyl)formimidate), CNC1=CC=C(C(=O)OCCCC)C=C1 (n-butyl 4-methylaminobenzoate). The solvent is C(C)O (ethanol). The product is C(CCC)OC(=O)C1=CC=C(C=C1)N(C=NC1=CC=C(C=C1)C(=O)OCC)C (N-(4-n-Butoxycarbonylphenyl)-N'-(4'-ethoxycarbonylphenyl)-N-methylformamidine). Reaction SMILES: [CH2:1]([O:3][C:4]([C:6]1[CH:11]=[CH:10][C:9]([N:12]=[CH:13]OCC)=[CH:8][CH:7]=1)=[O:5])[CH3:2].[CH3:17][NH:18][C:19]1[CH:31]=[CH:30][C:22]([C:23]([O:25][CH2:26][CH2:27][CH2:28][CH3:29])=[O:24])=[CH:21][CH:20]=1>C(O)C>[CH2:26]([O:25][C:23]([C:22]1[CH:30]=[CH:31][C:19]([N:18]([CH3:17])[CH:13]=[N:12][C:9]2[CH:8]=[CH:7][C:6]([C:4]([O:3][CH2:1][CH3:2])=[O:5])=[CH:11][CH:10]=2)=[CH:20][CH:21]=1)=[O:24])[CH2:27][CH2:28][CH3:29]. Procedure: Ethyl N-(4-ethoxycarbonylphenyl)formimidate (Example Ia) (6.7 g, 0.03 mol) and n-butyl 4-methylaminobenzoate (6.2 g, 0.03 mol) were heated at 190° until 1.7 ml of ethanol had been collected by distillation. The solid mass which resulted upon cooling was recrystallized from hexane to yield the product, mp 83°-85° C. ##STR13## Starting materials: C(=O)([O-])[O-].[K+].[K+] (K2CO3), COC=1C=C2CCC(C(C2=CC1)O)C (6-methoxy-2-methyl-1,2,3,4-tetrahydronaphthalen-1-ol), C(C)[SiH](CC)CC (triethylsilane), boron trifloride-diethyl. Solvent: C(Cl)Cl (DCM). Conditions: time 10 minute. Product: COC=1C=C2CCC(CC2=CC1)C (6-Methoxy-2-methyl-1,2,3,4-tetrahydronaphthalene). Reaction SMILES: [CH3:1][O:2][C:3]1[CH:4]=[C:5]2[C:10](=[CH:11][CH:12]=1)[CH:9](O)[CH:8]([CH3:14])[CH2:7][CH2:6]2.C([SiH](CC)CC)C.C([O-])([O-])=O.[K+].[K+]>C(Cl)Cl>[CH3:1][O:2][C:3]1[CH:4]=[C:5]2[C:10](=[CH:11][CH:12]=1)[CH2:9][CH:8]([CH3:14])[CH2:7][CH2:6]2 |f:2.3.4|. Reported procedure: To a solution of 6-methoxy-2-methyl-1,2,3,4-tetrahydronaphthalen-1-ol (8.24 g) and triethylsilane (9.2 mL, 74 mmol) in DCM (100 mL) at 0° C. is added boron trifloride-diethyl etherate (17.6 mL, 110 mmol) drop wise. After stirring for 10 min, the mixture is warmed to RT and stirred for 30 min. 10% K2CO3 solution is added and it is extracted with EtOAc. The organic layer is washed with brine, dried with MgSO4 and concentrated to give the title compound as a yellow oil, which is then used in the ne... Product: C12(CC3CC(CC(C1)C3)C2)C(C(CC=2C=NC=CC2)C)=O ((±)-1-(1-Adamantyl)-2-methyl-3-(3-pyridyl)propan-1-one). Reported procedure: To a stirred solution of diisopropylamine (0.42 ml, 3.0 mmol) in THF (10 ml) at 0° C. was added butyllithium (1.6M; 1.87 ml, 3.0 ml) in hexane followed after 5 minutes by a solution of 1-(1-adamantyl)-3-(3-pyridyl)propan-1-one in THF (8 ml). After stirring for a further 20 min at 0° C., methyl iodide (0.19 ml, 3.0 mmol) was added dropwise and the solution was allowed to attain room temperature. After 1 hr the mixture was partitioned between ether and water. The ether extracts were dried (Na2CO3)... As a reaction SMILES: [CH:1](NC(C)C)(C)C.C([Li])CCC.[C:13]12([C:23](=[O:32])[CH2:24][CH2:25][C:26]3[CH:27]=[N:28][CH:29]=[CH:30][CH:31]=3)[CH2:22][CH:17]3[CH2:18][CH:19]([CH2:21][CH:15]([CH2:16]3)[CH2:14]1)[CH2:20]2.CI>C1COCC1.CCCCCC>[C:13]12([C:23](=[O:32])[CH:24]([CH3:1])[CH2:25][C:26]3[CH:27]=[N:28][CH:29]=[CH:30][CH:31]=3)[CH2:22][CH:17]3[CH2:18][CH:19]([CH2:21][CH:15]([CH2:16]3)[CH2:14]1)[CH2:20]2. Yield: 73.0%. The solvent is C1CCOC1 (THF), C1CCOC1 (THF), CCCCCC (hexane). Reactants: C12(CC3CC(CC(C1)C3)C2)C(CCC=2C=NC=CC2)=O (1-(1-adamantyl)-3-(3-pyridyl)propan-1-one), C(C)(C)NC(C)C (diisopropylamine), C(CCC)[Li] (butyllithium), CI (methyl iodide). Run at temperature 0 celsius, time 20 minute. Reactants: ClCC(=O)N[C@H](CO)C (2-Chloro-N—((S)-1-hydroxypropan-2-yl)acetamide), [I-].[K+] (potassium iodide), C([O-])([O-])=O.[Cs+].[Cs+] (cesium carbonate), [N+](=O)([O-])C=1C=NNC1 (4-nitropyrazole). Solvent: C(C)#N (acetonitrile), O (water). Run at temperature 160 celsius. Product: OC[C@H](C)NC(CN1N=CC(=C1)[N+](=O)[O-])=O ((S)—N-(1-hydroxypropan-2-yl)-2-(4-nitro-1H-pyrazol-1-yl)acetamide). The yield is 896.8%. As a reaction SMILES: Cl[CH2:2][C:3]([NH:5][C@@H:6]([CH3:9])[CH2:7][OH:8])=[O:4].[I-].[K+].C(=O)([O-])[O-].[Cs+].[Cs+].[N+:18]([C:21]1[CH:22]=[N:23][NH:24][CH:25]=1)([O-:20])=[O:19]>C(#N)C.O>[OH:8][CH2:7][C@@H:6]([NH:5][C:3](=[O:4])[CH2:2][N:23]1[CH:22]=[C:21]([N+:18]([O-:20])=[O:19])[CH:25]=[N:24]1)[CH3:9] |f:1.2,3.4.5|. Reported procedure: 2-Chloro-N—((S)-1-hydroxypropan-2-yl)acetamide (700 mg, 4.64 mmol), potassium iodide (960 mg, 5.8 mmol) and cesium carbonate (1.9 g, 5.8 mmol) were added to a solution of 4-nitropyrazole (436 mg, 3.86 mmol) in acetonitrile (10 mL) then the mixture was heated to 160° C. for 30 min in a microwave reactor. The reaction mixture was combined with those from 13 other identical reactions, diluted with water then extracted four times with ethyl acetate. The combined organic layers were dried, concentrat... The reactants are O=C([O-])[O-], C=CCBr, CS(C)=O, Cl, N#CC(C#N)CC(F)(F)C(F)(F)C(F)(F)C(F)F, [K+], [K+]. Yields the product C=CCC(C#N)(C#N)CC(F)(F)C(F)(F)C(F)(F)C(F)F. As a reaction SMILES: [C:23](=[O:24])([O-:25])[O-:26].[CH2:19]([CH:20]=[CH2:21])[Br:22].[CH3:30][S:31](=[O:32])[CH3:33].[ClH:29].[F:1][C:2]([CH2:3][CH:4]([C:5]#[N:6])[C:7]#[N:8])([C:9]([C:10]([CH:11]([F:12])[F:13])([F:14])[F:15])([F:16])[F:17])[F:18].[K+:27].[K+:28]>>[F:1][C:2]([CH2:3][C:4]([C:5]#[N:6])([C:7]#[N:8])[CH2:21][CH:20]=[CH2:19])([C:9]([C:10]([CH:11]([F:12])[F:13])([F:14])[F:15])([F:16])[F:17])[F:18].